From a dataset of the Open Reaction Database (ORD), a public repository of structured organic reaction records. describe an organic reaction: reactants, conditions, products, and yield Reactants: ClC1=CC2=C(C(NC3=NC=CC=C23)=O)C=C1 (9-Chloro-5H-benzo[c][1,8]naphthyridin-6-one), N1(CCCC1)CCN (2-pyrrolidin-1-ylethanamine). Yields the product N1(CCCC1)CCNC1=CC2=C(C(NC3=NC=CC=C23)=O)C=C1 (9-(2-(Pyrrolidin-1-yl)ethylamino)benzo[c][1,8]naphthyridin-6(5H)-one). Isolated yield 18.1%. As a reaction SMILES: Cl[C:2]1[CH:16]=[CH:15][C:5]2[C:6](=[O:14])[NH:7][C:8]3[C:13]([C:4]=2[CH:3]=1)=[CH:12][CH:11]=[CH:10][N:9]=3.[N:17]1([CH2:22][CH2:23][NH2:24])[CH2:21][CH2:20][CH2:19][CH2:18]1>>[N:17]1([CH2:22][CH2:23][NH:24][C:2]2[CH:16]=[CH:15][C:5]3[C:6](=[O:14])[NH:7][C:8]4[C:13]([C:4]=3[CH:3]=2)=[CH:12][CH:11]=[CH:10][N:9]=4)[CH2:21][CH2:20][CH2:19][CH2:18]1. Procedure: The title compound was synthesized according to the procedure described for the preparation of Example 456 using 6 (100 mg, 0.43 mmol) and 2-pyrrolidin-1-ylethanamine (0.22 mL, 1.73 mmol) to provide 474 (24 mg, 18% yield) as a white powder. LC-MS (M+H=309, obsd.=309). 1H NMR (400 MHz, DMSO-D6) δ 11.59 (s, 1H), 9.65 (s, 1H), 8.75 (d, J=8.0, 1H), 8.39 (m, 1H), 8.05 (d, J=8.7, 1H), 7.42 (s, 1H), 7.28 (dd, J=4.6, 7.9, 1H), 6.95 (d, J=8.7, 1H), 3.65 (s, 4H), 3.41 (s, 2H), 3.10 (s, 2H), 1.96 (d, J=59.... Starting materials: BrC1=C(OCC(=O)N(NC(C2=CC=CC=C2)=O)C(C)C)C=C(C(=C1)F)F (benzoic acid N′-[2-(2-bromo-4,5-difluoro-phenoxy)-acetyl]-N′-isopropyl-hydrazide), C(=O)([O-])[O-].[Na+].[Na+] (Na2CO3), FC(OC1=C(C=CC=C1)B(O)O)(F)F (2-trifluoromethoxybenzeneboronic acid), Pd[PPh3]4. Solvent: COCCOC (DME). The product is FC1=CC(=C(C=C1F)C1=C(C=CC=C1)OC(F)(F)F)OCC(=O)N(NC(C1=CC=CC=C1)=O)C(C)C (benzoic acid N′-[2-(4,5-difluoro-2′-trifluoromethoxy-biphenyl-2-yloxy)-acetyl]-N′-isopropyl hydrazide). Yield: 68.1%. Reaction SMILES: Br[C:2]1[CH:24]=[C:23]([F:25])[C:22]([F:26])=[CH:21][C:3]=1[O:4][CH2:5][C:6]([N:8]([CH:18]([CH3:20])[CH3:19])[NH:9][C:10](=[O:17])[C:11]1[CH:16]=[CH:15][CH:14]=[CH:13][CH:12]=1)=[O:7].C([O-])([O-])=O.[Na+].[Na+].[F:33][C:34]([F:46])([F:45])[O:35][C:36]1[CH:41]=[CH:40][CH:39]=[CH:38][C:37]=1B(O)O>COCCOC>[F:26][C:22]1[C:23]([F:25])=[CH:24][C:2]([C:37]2[CH:38]=[CH:39][CH:40]=[CH:41][C:36]=2[O:35][C:34]([F:33])([F:46])[F:45])=[C:3]([O:4][CH2:5][C:6]([N:8]([CH:18]([CH3:20])[CH3:19])[NH:9][C:10](=[O:17])[C:11]2[CH:16]=[CH:15][CH:14]=[CH:13][CH:12]=2)=[O:7])[CH:21]=1 |f:1.2.3|. Procedure: A solution of benzoic acid N′-[2-(2-bromo-4,5-difluoro-phenoxy)-acetyl]-N′-isopropyl-hydrazide (100 mg, 0.234 mmol) in DME (3 ml)/2M Na2CO3 (0.443 ml, 0.863 mmol) was treated with 2-trifluoromethoxybenzeneboronic acid (72 mg, 0.351 mmol) and Pd[PPh3]4 (54 mg, 0.046 mmol) in a microwave oven at 150° C. for 10 min. The reaction mixture was partitioned between water and ethyl acetate. The organic layer was washed with brine, dried over sodium sulfate, filtered, and concentrated. The crude was absor... Starting materials: CSC(NN=C(CCCC)OCC)=N (Ethyl Valerate S-Methylisothiosemicarbazone), C(#N)C1=C(C=CC=C1)C1=CC=C(C=C1)CN ([(2'-cyanobiphenyl-4-yl)methyl]amine). Run in CCO (EtOH). Conditions: time 6 day. Product: CSC(NN=C(CCCC)NCC1=CC=C(C=C1)C1=C(C=CC=C1)C#N)=N (N-[(2'-Cyanobiphenyl-4-yl)methyl]valeramide S-Methylisothiosemicarbazone). Isolated yield 71.4%. Reaction SMILES: [CH3:1][S:2][C:3](=[NH:14])[NH:4][N:5]=[C:6](OCC)[CH2:7][CH2:8][CH2:9][CH3:10].[C:15]([C:17]1[CH:22]=[CH:21][CH:20]=[CH:19][C:18]=1[C:23]1[CH:28]=[CH:27][C:26]([CH2:29][NH2:30])=[CH:25][CH:24]=1)#[N:16]>CCO>[CH3:1][S:2][C:3](=[NH:14])[NH:4][N:5]=[C:6]([NH:30][CH2:29][C:26]1[CH:25]=[CH:24][C:23]([C:18]2[CH:19]=[CH:20][CH:21]=[CH:22][C:17]=2[C:15]#[N:16])=[CH:28][CH:27]=1)[CH2:7][CH2:8][CH2:9][CH3:10]. Procedure details: A mixture of 5.50 g (25.3 mmol) of ethyl valerate S-methylisothiosemicarbazone (from Step B), 6.55 g (31.5 mmol) of [(2'-cyanobiphenyl-4-yl)methyl]amine (EP 0412594 published Feb. 13, 1991, Merck Case No. 17959IA), and 57 ml of dry EtOH was stirred under N2 at room temperature for 6 days and then concentrated in vacuo at ≤30° C. The residue was chromatographed on a column of silica gel (38×8.8 cm) packed in CH2Cl2. Gradient elution with 0.5-2% MeOH in CH2Cl2 and concentration of combined product... Reactants: O=C([O-])[O-], CCCNCCC, CS(C)=O, CCOC(C)=O, CC#CCOc1cc(Cl)ncn1, [K+], [K+]. The product is CC#CCOc1cc(N(CCC)CCC)ncn1. RXN SMILES: [C:17](=[O:18])([O-:19])[O-:20].[CH2:23]([CH2:24][CH3:25])[NH:26][CH2:27][CH2:28][CH3:29].[CH3:1][S:2]([CH3:3])=[O:4].[CH3:30][CH2:31][O:32][C:33](=[O:34])[CH3:35].[Cl:5][c:6]1[n:7][cH:8][n:9][c:10]([O:12][CH2:13][C:14]#[C:15][CH3:16])[cH:11]1.[K+:21].[K+:22]>>[c:6]1([N:26]([CH2:23][CH2:24][CH3:25])[CH2:27][CH2:28][CH3:29])[n:7][cH:8][n:9][c:10]([O:12][CH2:13][C:14]#[C:15][CH3:16])[cH:11]1. Starting materials: CC(=O)O, Cl[Cu], CC(F)(F)c1cc(N)ccc1Cl, Cl, O=N[O-], [Na+], O=S=O, O. The product is CC(F)(F)c1cc(S(=O)(=O)Cl)ccc1Cl. As a reaction SMILES: [CH3:21][C:22](=[O:23])[OH:24].[Cl:26][Cu:27].[Cl:4][c:5]1[c:6]([C:12]([CH3:13])([F:14])[F:15])[cH:7][c:8]([NH2:11])[cH:9][cH:10]1.[ClH:20].[N:16]([O-:17])=[O:18].[Na+:19].[O:1]=[S:2]=[O:3].[OH2:25]>>[O:1]=[S:2](=[O:3])([c:8]1[cH:7][c:6]([C:12]([CH3:13])([F:14])[F:15])[c:5]([Cl:4])[cH:10][cH:9]1)[Cl:20]. Starting materials: O=C(NC(CSC(c1ccccc1)(c1ccccc1)c1ccccc1)C(=O)O)OCC1c2ccccc2-c2ccccc21, ClCCl. The product is O=C(NC(CS)C(=O)O)OCC1c2ccccc2-c2ccccc21. Reaction SMILES: [C:1](=[O:2])([O:3][CH2:4][CH:5]1[c:6]2[cH:7][cH:8][cH:9][cH:10][c:11]2-[c:12]2[cH:13][cH:14][cH:15][cH:16][c:17]21)[NH:18][CH:19]([CH2:20][S:21][C:22]([c:23]1[cH:24][cH:25][cH:26][cH:27][cH:28]1)([c:29]1[cH:30][cH:31][cH:32][cH:33][cH:34]1)[c:35]1[cH:36][cH:37][cH:38][cH:39][cH:40]1)[C:41](=[O:42])[OH:43].[Cl:44][CH2:45][Cl:46]>>[C:1](=[O:2])([O:3][CH2:4][CH:5]1[c:6]2[cH:7][cH:8][cH:9][cH:10][c:11]2-[c:12]2[cH:13][cH:14][cH:15][cH:16][c:17]21)[NH:18][CH:19]([CH2:20][SH:21])[C:41](=[O:42])[OH:43]. Starting materials: C(C)(C)(C)N1N=CC(=C1)C1=CC2=C(C=N1)C=NN2C2=CC=CC(=N2)N2CCN(CCC2)C(=O)OC(C)(C)C (tert-butyl 4-(6-(6-(1-tert-butyl-1H-pyrazol-4-yl)-1H-pyrazolo[4,3-c]pyridin-1-yl)pyridin-2-yl)-1,4-diazepane-1-carboxylate), C(=O)(C(F)(F)F)O (TFA), N (ammonia). Solvent: CO (MeOH), C(Cl)Cl (DCM). The product is N1(CCNCCC1)C1=CC=CC(=N1)N1N=CC=2C=NC(=CC21)C=2C=NN(C2)C(C)(C)C (1-(6-(1,4-Diazepan-1-yl)pyridin-2-yl)-6-(1-tert-butyl-1H-pyrazol-4-yl)-1H-pyrazolo[4,3-c]pyridine). The yield is 56.9%. Reaction SMILES: [C:1]([N:5]1[CH:9]=[C:8]([C:10]2[N:15]=[CH:14][C:13]3[CH:16]=[N:17][N:18]([C:19]4[N:24]=[C:23]([N:25]5[CH2:31][CH2:30][CH2:29][N:28](C(OC(C)(C)C)=O)[CH2:27][CH2:26]5)[CH:22]=[CH:21][CH:20]=4)[C:12]=3[CH:11]=2)[CH:7]=[N:6]1)([CH3:4])([CH3:3])[CH3:2].C(O)(C(F)(F)F)=O.N>C(Cl)Cl.CO>[N:25]1([C:23]2[N:24]=[C:19]([N:18]3[C:12]4[CH:11]=[C:10]([C:8]5[CH:7]=[N:6][N:5]([C:1]([CH3:4])([CH3:3])[CH3:2])[CH:9]=5)[N:15]=[CH:14][C:13]=4[CH:16]=[N:17]3)[CH:20]=[CH:21][CH:22]=2)[CH2:31][CH2:30][CH2:29][NH:28][CH2:27][CH2:26]1. Reported procedure: A solution of tert-butyl 4-(6-(6-(1-tert-butyl-1H-pyrazol-4-yl)-1H-pyrazolo[4,3-c]pyridin-1-yl)pyridin-2-yl)-1,4-diazepane-1-carboxylate (100 mg, 0.19 mmol) and TFA (2 mL) in DCM (4 mL) was stirred at room temperature for 4 hours. The reaction mixture was concentrated under reduced pressure to afford a residue. The residue was diluted with MeOH (10 mL), neutralized with 28% ammonia solution, concentrated, and purified by preparative HPLC to afford 145 as a white solid (45 mg, 56%). 1H-NMR (500 M...